From a dataset of the Open Reaction Database (ORD), a public repository of structured organic reaction records. describe an organic reaction: reactants, conditions, products, and yield Starting materials: CC(C)O, Nc1ccc2ccc(Cl)nc2n1, O, O=C(O)c1ccc(F)cc1. Yields the product O=C(Nc1ccc2ccc(Cl)nc2n1)c1ccc(F)cc1. As a reaction SMILES: [CH3:23][CH:24]([OH:25])[CH3:26].[NH2:11][c:12]1[n:13][c:14]2[n:15][c:16]([Cl:22])[cH:17][cH:18][c:19]2[cH:20][cH:21]1.[OH2:27].[OH:1][C:2](=[O:3])[c:4]1[cH:5][cH:6][c:7]([F:8])[cH:9][cH:10]1>>[C:2](=[O:3])([c:4]1[cH:5][cH:6][c:7]([F:8])[cH:9][cH:10]1)[NH:11][c:12]1[n:13][c:14]2[n:15][c:16]([Cl:22])[cH:17][cH:18][c:19]2[cH:20][cH:21]1. The reactants are ice, Cl (hydrochloric acid), ferric chloride, C(C)(=O)OC(C)=O (acetic anhydride), FC(C1=C(NC(C=2C(O)=C(C=C(C2C)C#N)C(C)(C)C)=O)C=CC(=C1)C#N)(F)F (2'-trifluoromethyl-4',5-dicyano-3-t-butyl-6-methylsalicylanilide), C(C=1C(O)=CC=CC1)(=O)NC1=CC=CC=C1 (salicylanilide). As a reaction SMILES: [C:1](OC(=O)C)(=[O:3])[CH3:2].[F:8][C:9]([F:36])([F:35])[C:10]1[CH:32]=[C:31]([C:33]#[N:34])[CH:30]=[CH:29][C:11]=1[NH:12][C:13](=[O:28])[C:14]1[C:15](=[C:17]([C:24]([CH3:27])([CH3:26])[CH3:25])[CH:18]=[C:19]([C:22]#[N:23])[C:20]=1[CH3:21])[OH:16].C(NC1C=CC=CC=1)(=O)C1C(=CC=CC=1)O.Cl>N1C=CC=CC=1.C(Cl)(Cl)Cl>[C:1]([O:16][C:15]1[C:14](=[C:20]([CH3:21])[C:19]([C:22]#[N:23])=[CH:18][C:17]=1[C:24]([CH3:27])([CH3:26])[CH3:25])[C:13]([NH:12][C:11]1[CH:29]=[CH:30][C:31]([C:33]#[N:34])=[CH:32][C:10]=1[C:9]([F:35])([F:36])[F:8])=[O:28])(=[O:3])[CH3:2]. The product is C(C)(=O)OC=1C(C(=O)NC2=C(C=C(C=C2)C#N)C(F)(F)F)=C(C(=CC1C(C)(C)C)C#N)C (2-O-acetyl-2'-trifluoromethyl-4',5-dicyano-3-t-butyl-6-methylsalicylanilide). Solvent: C(Cl)(Cl)Cl (chloroform), N1=CC=CC=C1 (pyridine), N1=CC=CC=C1 (pyridine). Run at time 1 hour. Procedure details: A solution of acetic anhydride (0.1 ml.) in dry pyridine (1 ml.) is added dropwise to a stirred solution of 2'-trifluoromethyl-4',5-dicyano-3-t-butyl-6-methylsalicylanilide (0.38 g.) in dry pyridine (4 ml.) at 0°-5° C. The mixture is stirred at 0°-5° C. for 1 hour and then at room temperature until no starting salicylanilide is left, as shown by the absence of the characteristic ferric chloride positive spot, on TLC analysis on silica using chloroform as eluant. The mixture is then poured onto a... Starting materials: CC(C)(C)P(c1ccccc1-c1ccccc1)C(C)(C)C, CC(C)(C)OC(=O)N1Cc2ccc(Br)cc2C1, Cc1ccccc1, CC(C)(C)[O-], CN1CCNCC1, [Na+], O=C(C=Cc1ccccc1)C=Cc1ccccc1, O=C(C=Cc1ccccc1)C=Cc1ccccc1, O=C(C=Cc1ccccc1)C=Cc1ccccc1, [Pd], [Pd]. Product: CN1CCN(c2ccc3c(c2)CN(C(=O)OC(C)(C)C)C3)CC1. RXN SMILES: [C:18]([P:19]([C:20]([CH3:21])([CH3:22])[CH3:23])[c:24]1[cH:25][cH:26][cH:27][cH:28][c:29]1-[c:30]1[cH:31][cH:32][cH:33][cH:34][cH:35]1)([CH3:36])([CH3:37])[CH3:38].[C:1]([CH3:2])([CH3:3])([CH3:4])[O:5][C:6](=[O:7])[N:8]1[CH2:9][c:10]2[cH:11][cH:12][c:13]([Br:17])[cH:14][c:15]2[CH2:16]1.[CH3:108][c:109]1[cH:110][cH:111][cH:112][cH:113][cH:114]1.[CH3:39][C:40]([CH3:41])([O-:42])[CH3:43].[CH3:45][N:46]1[CH2:47][CH2:48][NH:49][CH2:50][CH2:51]1.[Na+:44].[O:54]=[C:55]([CH:56]=[CH:57][c:58]1[cH:59][cH:60][cH:61][cH:62][cH:63]1)[CH:64]=[CH:65][c:66]1[cH:67][cH:68][cH:69][cH:70][cH:71]1.[O:72]=[C:73]([CH:74]=[CH:75][c:76]1[cH:77][cH:78][cH:79][cH:80][cH:81]1)[CH:82]=[CH:83][c:84]1[cH:85][cH:86][cH:87][cH:88][cH:89]1.[O:90]=[C:91]([CH:92]=[CH:93][c:94]1[cH:95][cH:96][cH:97][cH:98][cH:99]1)[CH:100]=[CH:101][c:102]1[cH:103][cH:104][cH:105][cH:106][cH:107]1.[Pd:52].[Pd:53]>>[C:1]([CH3:2])([CH3:3])([CH3:4])[O:5][C:6](=[O:7])[N:8]1[CH2:9][c:10]2[cH:11][cH:12][c:13]([N:49]3[CH2:48][CH2:47][N:46]([CH3:45])[CH2:51][CH2:50]3)[cH:14][c:15]2[CH2:16]1. The reactants are C(C)(=O)OC1C(OC(C(C1OC(C)=O)OC(C)=O)COC(C)=O)Br (4,5-diacetoxy-6-acetoxymethyl-2-bromotetrahydropyran-3-yl acetate), C([O-])([O-])=O.[K+].[K+] (potassium carbonate), O (water), OC1=C(SC=C1)C(C)=O (1-(3-hydroxy-thiophen-2-yl)-ethanone). Reagents/catalysts: [Cl-].C(C1=CC=CC=C1)[N+](CCCC)(CCCC)CCCC (benzyltributylammonium chloride). Run in ClCCl (dichloromethane). Yields the product C(C)(=O)OC1C(OC(C(C1OC(C)=O)OC(C)=O)COC(C)=O)OC1=C(SC=C1)C(C)=O (4,5-Diacetoxy-6-acetoxymethyl-2-(2-acetyl-thiophen-3-yloxy)-tetrahydro-pyran-3-yl acetate). RXN SMILES: [OH:1][C:2]1[CH:6]=[CH:5][S:4][C:3]=1[C:7](=[O:9])[CH3:8].[C:10]([O:13][CH:14]1[CH:19]([O:20][C:21](=[O:23])[CH3:22])[CH:18]([O:24][C:25](=[O:27])[CH3:26])[CH:17]([CH2:28][O:29][C:30](=[O:32])[CH3:31])[O:16][CH:15]1Br)(=[O:12])[CH3:11].C(=O)([O-])[O-].[K+].[K+].O>ClCCl.[Cl-].C([N+](CCCC)(CCCC)CCCC)C1C=CC=CC=1>[C:10]([O:13][CH:14]1[CH:19]([O:20][C:21](=[O:23])[CH3:22])[CH:18]([O:24][C:25](=[O:27])[CH3:26])[CH:17]([CH2:28][O:29][C:30](=[O:32])[CH3:31])[O:16][CH:15]1[O:1][C:2]1[CH:6]=[CH:5][S:4][C:3]=1[C:7](=[O:9])[CH3:8])(=[O:12])[CH3:11] |f:2.3.4,7.8|. Reported procedure: 2 g of 1-(3-hydroxy-thiophen-2-yl)-ethanone were dissolved in 120 ml of dichloromethane and stirred with 6.4 g of 4,5-diacetoxy-6-acetoxymethyl-2-bromotetrahydropyran-3-yl acetate, 1.4 g of benzyltributylammonium chloride, 6.4 g of potassium carbonate and 1.2 ml of water at 22° C. for 20 h. Insoluble constituents were removed by filtration, the filtrate was concentrated and the crude product mixture was purified by column chromatograph (SiO2, ethyl acetate/n-heptane=1:1). The product with the mo... The reactants are C(=O)(OCC)NCCN (carboethoxyethylenediamine), C1(=CC=CC=C1)CCCBr (3-phenylpropyl bromide), C([O-])([O-])=O.[K+].[K+] (potassium carbonate). The solvent is O1CCCC1 (tetrahydrofuran). Product: N,-bis(3-phenylpropyl)ethylenediamine, C(=O)(OCC)NCCNCCCC1=CC=CC=C1 (N-carboethoxy-N'-(3-phenylpropyl)ethylenediamine). Isolated yield 36.0%. RXN SMILES: [C:1]([NH:6][CH2:7][CH2:8][NH2:9])([O:3][CH2:4][CH3:5])=[O:2].[C:10]1([CH2:16][CH2:17][CH2:18]Br)[CH:15]=[CH:14][CH:13]=[CH:12][CH:11]=1.C(=O)([O-])[O-].[K+].[K+]>O1CCCC1>[C:1]([NH:6][CH2:7][CH2:8][NH:9][CH2:18][CH2:17][CH2:16][C:10]1[CH:15]=[CH:14][CH:13]=[CH:12][CH:11]=1)([O:3][CH2:4][CH3:5])=[O:2] |f:2.3.4|. Reported procedure: A solution of 0.88 g of carboethoxyethylenediamine, 1.33 g of 3-phenylpropyl bromide and 1.0 g of anhydrous potassium carbonate in 10 ml of tetrahydrofuran was heated overnight under reflux. The insoluble matter was filtered off, the filtrate was concentrated under reduced pressure, and the residue was subjected to alumina column chromatography (25 g). Elution with hexane-ethyl acetate (3:1 v/v) gave 0.54 g of N-carboethoxy-N,,N,-bis(3-phenylpropyl)ethylenediamine (1) and 0.60 g of N-carboethoxy... Starting materials: N=1C=CN2C1C=CC=C2SCCCCN2C(OCC2=O)=O (3-[4-(imidazo[1,2-a]pyridin-5-ylthio)butyl]oxazolidine-2,4-dione), ClC1=CC=C(C=O)C=C1 (4-chlorobenzaldehyde), N1CCCC1 (pyrrolidine). Run in C(C)O (ethanol). The product is ClC1=CC=C(C=C1)C=C1C(N(C(O1)=O)CCCCSC1=CC=CC=2N1C=CN2)=O (5-(4-chlorophenyl)methylene-3-[4-(imidazo[1,2-a]pyridin-5-ylthio)butyl]oxazolidine-2,4-dione). RXN SMILES: [N:1]1[CH:2]=[CH:3][N:4]2[C:9]([S:10][CH2:11][CH2:12][CH2:13][CH2:14][N:15]3[C:19](=[O:20])[CH2:18][O:17][C:16]3=[O:21])=[CH:8][CH:7]=[CH:6][C:5]=12.[Cl:22][C:23]1[CH:30]=[CH:29][C:26]([CH:27]=O)=[CH:25][CH:24]=1.N1CCCC1>C(O)C>[Cl:22][C:23]1[CH:30]=[CH:29][C:26]([CH:27]=[C:18]2[O:17][C:16](=[O:21])[N:15]([CH2:14][CH2:13][CH2:12][CH2:11][S:10][C:9]3[N:4]4[CH:3]=[CH:2][N:1]=[C:5]4[CH:6]=[CH:7][CH:8]=3)[C:19]2=[O:20])=[CH:25][CH:24]=1. Procedure details: To a solution of 1.527 g (5.0 mmol) of 3-[4-(imidazo[1,2-a]pyridin-5-ylthio)butyl]oxazolidine-2,4-dione and 0.703 g (5.0 mmol) of 4-chlorobenzaldehyde in 20 ml of ethanol, 0.04 ml (0.5 mmol) of pyrrolidine was added, followed by refluxing for 23 hours. After the reaction mixture was cooled, the solvent was distilled off. The residue was dissolved in dichloromethane, washed with water and dried, after which the solvent was distilled off. The residue was purified by column chromatography (eluent, ... Starting materials: Cl (Hydrochloric acid), 4A, [Cr](=O)(=O)([O-])Cl.[NH+]1=CC=CC=C1 (pyridinium chlorochromate), C(C)[Zn]CC (diethyl zinc), CC1=C(C(N(CO1)C(C)(C(CC(=C)C)O)C)=O)C1=CC=CC=C1 (2-(2,3-dihydro-6-methyl-4-oxo-5-phenyl-4H-1,3-oxazin-3-yl)-2,5-dimethyl-hex-5-en-3-ol), ICI (Diiodomethane). Solvent: CCOCC (ether), ClCCl (dichloromethane), CCCCCC (n-hexane), ClCCl (dichloromethane). Conditions: time 3 hour. The product is CC1=C(C(N(CO1)C(C)(C(CC1(CC1)C)=O)C)=O)C1=CC=CC=C1 (2-(2,3-dihydro-6-methyl-4-oxo-5-phenyl-4H-1,3-oxazin-3-yl)-2-methyl-4-(1-methylcyclopropyl)butan-3-one). RXN SMILES: [CH2:1]([Zn]CC)C.[CH3:6][C:7]1[O:12][CH2:11][N:10]([C:13]([CH3:21])([CH:15]([OH:20])[CH2:16][C:17]([CH3:19])=[CH2:18])[CH3:14])[C:9](=[O:22])[C:8]=1[C:23]1[CH:28]=[CH:27][CH:26]=[CH:25][CH:24]=1.ICI.Cl.[Cr](Cl)([O-])(=O)=O.[NH+]1C=CC=CC=1>CCCCCC.ClCCl.CCOCC>[CH3:6][C:7]1[O:12][CH2:11][N:10]([C:13]([CH3:14])([C:15](=[O:20])[CH2:16][C:17]2([CH3:1])[CH2:19][CH2:18]2)[CH3:21])[C:9](=[O:22])[C:8]=1[C:23]1[CH:28]=[CH:27][CH:26]=[CH:25][CH:24]=1 |f:4.5|. Procedure details: A solution of 1M diethyl zinc in n-hexane(1.4 ml) was added to a solution of 2-(2,3-dihydro-6-methyl-4-oxo-5-phenyl-4H-1,3-oxazin-3-yl)-2,5-dimethyl-hex-5-en-3-ol (0.40 g) in dichloromethane at 20° C. Diiodomethane (0.13 ml) was then added and the mixture stirred and heated at reflux for 2 hours. Hydrochloric acid (1N) was added and the organic layer washed with brine, dried (magnesium sulphate), and evaporated to give crude 2-(2,3-dihydro-6-methyl-4-oxo-5-phenyl-4H-1,3-oxazin-3-yl)-2-methyl-4-(...